This data is from the Open Reaction Database (ORD), a public repository of structured organic reaction records. The task is: describe an organic reaction: reactants, conditions, products, and yield The reactants are CCOC(=O)c1cn(C2CC2)c2c(F)c(F)c(F)c(Br)c2c1=O, CCCCC([SnH3])=C(CCCC)CCCC, Cc1ccccc1, c1ccc(P(c2ccccc2)(c2ccccc2)[Pd](P(c2ccccc2)(c2ccccc2)c2ccccc2)(P(c2ccccc2)(c2ccccc2)c2ccccc2)P(c2ccccc2)(c2ccccc2)c2ccccc2)cc1. The product is C=Cc1c(F)c(F)c(F)c2c1c(=O)c(C(=O)OCC)cn2C1CC1. As a reaction SMILES: [Br:1][c:2]1[c:3]2[c:4](=[O:23])[c:5]([C:18](=[O:19])[O:20][CH2:21][CH3:22])[cH:6][n:7]([CH:15]3[CH2:16][CH2:17]3)[c:8]2[c:9]([F:14])[c:10]([F:13])[c:11]1[F:12].[CH2:24]([CH2:25][CH2:37][CH3:38])[C:26]([SnH3:27])=[C:28]([CH2:29][CH2:30][CH2:31][CH3:32])[CH2:33][CH2:34][CH2:35][CH3:36].[CH3:39][c:40]1[cH:41][cH:42][cH:43][cH:44][cH:45]1.[cH:46]1[cH:47][cH:48][c:49]([P:50]([Pd:51]([P:52]([c:53]2[cH:54][cH:55][cH:56][cH:57][cH:58]2)([c:59]2[cH:60][cH:61][cH:62][cH:63][cH:64]2)[c:65]2[cH:66][cH:67][cH:68][cH:69][cH:70]2)([P:71]([c:72]2[cH:73][cH:74][cH:75][cH:76][cH:77]2)([c:78]2[cH:79][cH:80][cH:81][cH:82][cH:83]2)[c:84]2[cH:85][cH:86][cH:87][cH:88][cH:89]2)[P:90]([c:91]2[cH:92][cH:93][cH:94][cH:95][cH:96]2)([c:97]2[cH:98][cH:99][cH:100][cH:101][cH:102]2)[c:103]2[cH:104][cH:105][cH:106][cH:107][cH:108]2)([c:109]2[cH:110][cH:111][cH:112][cH:113][cH:114]2)[c:115]2[cH:116][cH:117][cH:118][cH:119][cH:120]2)[cH:121][cH:122]1>>[c:2]1([CH:24]=[CH2:25])[c:3]2[c:4](=[O:23])[c:5]([C:18](=[O:19])[O:20][CH2:21][CH3:22])[cH:6][n:7]([CH:15]3[CH2:16][CH2:17]3)[c:8]2[c:9]([F:14])[c:10]([F:13])[c:11]1[F:12]. Starting materials: O (water), FC1=C(C=O)C(=CC(=C1)F)F (2,4,6-trifluorobenzaldehyde), C([O-])([O-])=O.[K+].[K+] (potassium carbonate), C(CS)(=O)OCC (ethyl thioglycolate). Solvent: CN(C=O)C (N,N-dimethylformamide). Run at time 8 hour. The product is FC1=CC(=CC2=C1C=C(S2)C(=O)OCC)F (ethyl 4,6-difluoro-1-benzothiophene-2-carboxylate). The yield is 28.4%. Reaction SMILES: F[C:2]1[CH:9]=[C:8]([F:10])[CH:7]=[C:6]([F:11])[C:3]=1[CH:4]=O.C(=O)([O-])[O-].[K+].[K+].[C:18]([O:22][CH2:23][CH3:24])(=[O:21])[CH2:19][SH:20].O>CN(C)C=O>[F:11][C:6]1[C:3]2[CH:4]=[C:19]([C:18]([O:22][CH2:23][CH3:24])=[O:21])[S:20][C:2]=2[CH:9]=[C:8]([F:10])[CH:7]=1 |f:1.2.3|. Procedure: To a suspension of 2,4,6-trifluorobenzaldehyde (5.00 g, 31.2 mmol) and potassium carbonate (5.61 g, 40.6 mmol) in N,N-dimethylformamide (63 mL) was added ethyl thioglycolate (3.40 g, 28.3 mmol) at 0° C. The mixture was stirred at room temperature overnight, and then heated to stir at 60° C. for 6 hours. The mixture was cooled to room temperature, and then to the reaction solution was added water, and the mixture was extracted with ethyl acetate. The organic layer was washed with water and satura... Starting materials: C(C1=CC=CC=C1)(=O)N\C(\C(=O)OC)=C/C1=C(C=C(C=C1)OCC1=CC=CC=C1)OCC1=CC=CC=C1 (methyl (Z)-2-benzoylamino-3-(2,4-dibenzyloxyphenyl)acrylate), [OH-].[K+] (potassium hydroxide), Cl (hydrochloric acid). The solvent is O (water), CO (methanol). Conditions: temperature 60 celsius. Yields the product C(C1=CC=CC=C1)(=O)N\C(\C(=O)O)=C/C1=C(C=C(C=C1)OCC1=CC=CC=C1)OCC1=CC=CC=C1 ((Z)-2-benzoylamino-3-(2,4-dibenzyloxyphenyl)acrylic acid). The yield is 46.3%. As a reaction SMILES: [C:1]([NH:9]/[C:10](=[CH:15]\[C:16]1[CH:21]=[CH:20][C:19]([O:22][CH2:23][C:24]2[CH:29]=[CH:28][CH:27]=[CH:26][CH:25]=2)=[CH:18][C:17]=1[O:30][CH2:31][C:32]1[CH:37]=[CH:36][CH:35]=[CH:34][CH:33]=1)/[C:11]([O:13]C)=[O:12])(=[O:8])[C:2]1[CH:7]=[CH:6][CH:5]=[CH:4][CH:3]=1.[OH-].[K+].Cl>CO.O>[C:1]([NH:9]/[C:10](=[CH:15]\[C:16]1[CH:21]=[CH:20][C:19]([O:22][CH2:23][C:24]2[CH:25]=[CH:26][CH:27]=[CH:28][CH:29]=2)=[CH:18][C:17]=1[O:30][CH2:31][C:32]1[CH:33]=[CH:34][CH:35]=[CH:36][CH:37]=1)/[C:11]([OH:13])=[O:12])(=[O:8])[C:2]1[CH:7]=[CH:6][CH:5]=[CH:4][CH:3]=1 |f:1.2|. Procedure details: A mixture of methyl (Z)-2-benzoylamino-3-(2,4-dibenzyloxyphenyl)acrylate (1.6 g) and aqueous potassium hydroxide in methanol (35 mL, 15%) is stirred and heated at 60° C. for 6 hours. The reaction mixture is diluted with water (20 mL), acidified to pH 1 by addition of concentrated hydrochloric acid and the resulting solid filtered. Recrystallisation fro ethyl acetate gives (Z)-2-benzoylamino-3-(2,4-dibenzyloxyphenyl)acrylic acid (0.72 g) as a white solid, m.p. 212-213° C. [Elemental analysis:- C,... The reactants are [BH4-], CC(=O)O, CCO, O=C1OC2CC3CC(C2)OC1O3, [Na+], O. Yields the product OCC1OC2CC(O)CC(C2)O1. Reaction SMILES: [BH4-:13].[CH3:15][C:16](=[O:17])[OH:18].[CH3:19][CH2:20][OH:21].[CH:1]12[O:2][C:3](=[O:12])[CH:4]3[O:5][CH:6]([CH2:7][CH:8]([CH2:9]1)[O:10]3)[CH2:11]2.[Na+:14].[OH2:22]>>[CH:1]1([OH:2])[CH2:9][CH:8]2[CH2:7][CH:6]([O:5][CH:4]([CH2:3][OH:12])[O:10]2)[CH2:11]1.